Dataset: the Open Reaction Database (ORD), a public repository of structured organic reaction records. Task: describe an organic reaction: reactants, conditions, products, and yield The reactants are CCOCC, COc1ccc2cc(-c3ccnc(N(C)C)n3)cc(NC(=O)OC(C)(C)C)c2c1, ClCCl, Cl, C1COCCO1. Yields the product COc1ccc2cc(-c3ccnc(N(C)C)n3)cc(N)c2c1, Cl. Reaction SMILES: [CH2:31]([O:32][CH2:33][CH3:34])[CH3:35].[CH3:1][N:2]([c:3]1[n:4][cH:5][cH:6][c:7](-[c:9]2[cH:10][c:11]([NH:21][C:22](=[O:23])[O:24][C:25]([CH3:26])([CH3:27])[CH3:28])[c:12]3[cH:13][c:14]([O:19][CH3:20])[cH:15][cH:16][c:17]3[cH:18]2)[n:8]1)[CH3:29].[Cl:36][CH2:37][Cl:38].[ClH:30].[O:39]1[CH2:40][CH2:41][O:42][CH2:43][CH2:44]1>>[CH3:1][N:2]([c:3]1[n:4][cH:5][cH:6][c:7](-[c:9]2[cH:10][c:11]([NH2:21])[c:12]3[cH:13][c:14]([O:19][CH3:20])[cH:15][cH:16][c:17]3[cH:18]2)[n:8]1)[CH3:29].[ClH:30]. Reactants: CC#N, CC(C)Oc1c(-c2ccc(C#N)cc2)c(=O)c1=O, CC(N)C(C)(C)C. Yields the product CC(Nc1c(-c2ccc(C#N)cc2)c(=O)c1=O)C(C)(C)C. RXN SMILES: [CH3:26][C:27]#[N:28].[CH:1]([O:2][c:5]1[c:6](=[O:18])[c:7](=[O:17])[c:8]1-[c:9]1[cH:10][cH:11][c:12]([C:15]#[N:16])[cH:13][cH:14]1)([CH3:3])[CH3:4].[NH2:19][CH:20]([CH3:21])[C:22]([CH3:23])([CH3:24])[CH3:25]>>[c:5]1([NH:19][CH:20]([CH3:21])[C:22]([CH3:23])([CH3:24])[CH3:25])[c:6](=[O:18])[c:7](=[O:17])[c:8]1-[c:9]1[cH:10][cH:11][c:12]([C:15]#[N:16])[cH:13][cH:14]1. The reactants are CCCCCCC, C=CC=O, ClCCl, [N-]=[N+]=C(c1cccc(C(F)(F)F)c1)c1cccc(C(F)(F)F)c1. Product: O=CC1CC1(c1cccc(C(F)(F)F)c1)c1cccc(C(F)(F)F)c1. Reaction SMILES: [CH3:31][CH2:32][CH2:33][CH2:34][CH2:35][CH2:36][CH3:37].[CH:24](=[O:25])[CH:26]=[CH2:27].[Cl:28][CH2:29][Cl:30].[F:1][C:2]([c:3]1[cH:4][c:5]([C:9](=[N+:10]=[N-:11])[c:12]2[cH:13][c:14]([C:18]([F:19])([F:20])[F:21])[cH:15][cH:16][cH:17]2)[cH:6][cH:7][cH:8]1)([F:22])[F:23]>>[F:1][C:2]([c:3]1[cH:4][c:5]([C:9]2([c:12]3[cH:13][c:14]([C:18]([F:19])([F:20])[F:21])[cH:15][cH:16][cH:17]3)[CH:26]([CH:24]=[O:25])[CH2:27]2)[cH:6][cH:7][cH:8]1)([F:22])[F:23]. The reactants are FC(=C1[C@]2(CC)[C@@H](CC1)[C@@H]1CCC=3C=C(C=CC3[C@H]1CC2)OC)F (17-difluoromethylene-3-methoxy-18-methyl-estra-1,3,5(10)-triene), [H-].C(C(C)C)[Al+]CC(C)C (diisobutylaluminum hydride), S(O)(O)(=O)=O (sulfuric acid), ice. Solvent: C1(=CC=CC=C1)C (toluene), C1(=CC=CC=C1)C (toluene). Run at time 1 hour. Yields the product FC(=C1[C@]2(CC)[C@@H](CC1)[C@@H]1CCC=3C=C(C=CC3[C@H]1CC2)O)F (17-difluoromethylene-18-methyl-estra-1,3,5(10)-trien-3-ol). The yield is 94.0%. As a reaction SMILES: [F:1][C:2]([F:24])=[C:3]1[CH2:9][CH2:8][C@H:7]2[C@H:10]3[C@H:19]([CH2:20][CH2:21][C@:4]12[CH2:5][CH3:6])[C:18]1[CH:17]=[CH:16][C:15]([O:22]C)=[CH:14][C:13]=1[CH2:12][CH2:11]3.[H-].C([Al+]CC(C)C)C(C)C.S(=O)(=O)(O)O>C1(C)C=CC=CC=1>[F:1][C:2]([F:24])=[C:3]1[CH2:9][CH2:8][C@H:7]2[C@H:10]3[C@H:19]([CH2:20][CH2:21][C@:4]12[CH2:5][CH3:6])[C:18]1[CH:17]=[CH:16][C:15]([OH:22])=[CH:14][C:13]=1[CH2:12][CH2:11]3 |f:1.2|. Procedure: A solution of 5 g of 17-difluoromethylene-3-methoxy-18-methyl-estra-1,3,5(10)-triene in 95 ml of toluene is refluxed with 95 ml of a 1.6 M diisobutylaluminum hydride solution in toluene for 3 hours at a bath temperature of 140° C. Then, it is cooled to room temperature, slowly added to 200 g of ice, mixed with 400 ml of 1 M sulfuric acid, stirred for 1 hour at room temperature, extracted three times with ethyl acetate, the organic phases are washed with water as well as with saturated sodium chl... The reactants are CC(C)(C)C(=O)Cl, CCOC(C)=O, CCN(C(C)C)C(C)C, O=C(NC1CNC1)c1ccc(-c2cccc(F)c2)nc1, CN(C)C=O, O. Yields the product CC(C)(C)C(=O)N1CC(NC(=O)c2ccc(-c3cccc(F)c3)nc2)C1. As a reaction SMILES: [C:30]([C:31]([CH3:32])([CH3:33])[CH3:34])(=[O:35])[Cl:36].[CH3:42][CH2:43][O:44][C:45](=[O:46])[CH3:47].[CH:21]([N:22]([CH2:23][CH3:24])[CH:25]([CH3:26])[CH3:27])([CH3:28])[CH3:29].[NH:1]1[CH2:2][CH:3]([NH:5][C:6]([c:7]2[cH:8][n:9][c:10](-[c:13]3[cH:14][c:15]([F:19])[cH:16][cH:17][cH:18]3)[cH:11][cH:12]2)=[O:20])[CH2:4]1.[O:37]=[CH:38][N:39]([CH3:40])[CH3:41].[OH2:48]>>[N:1]1([C:30]([C:31]([CH3:32])([CH3:33])[CH3:34])=[O:35])[CH2:2][CH:3]([NH:5][C:6]([c:7]2[cH:8][n:9][c:10](-[c:13]3[cH:14][c:15]([F:19])[cH:16][cH:17][cH:18]3)[cH:11][cH:12]2)=[O:20])[CH2:4]1. Starting materials: O1C(OCC1)CCCN1CCC(CC1)C=1C=C(C=CC1)NC(C(C)C)=O (N-(3-{1-[3-(1,3-dioxolan-2-yl)propyl]-4-piperidinyl}phenyl)-2-methylpropanamide), Cl.COC1=C(C=CC=C1)NN (1-(2-methoxyphenyl)hydrazine hydrochloride). Product: COC=1C=CC=C2C(=CNC12)CCN1CCC(CC1)C=1C=C(C=CC1)NC(C(C)C)=O (N-(3-{1-[2-(7-METHOXY-1H-INDOL-3-YL)ETHYL]-4-PIPERIDINYL}PHENYL)-2-METHYLPROPANAMIDE). Reaction SMILES: O1CCO[CH:2]1[CH2:6][CH2:7][CH2:8][N:9]1[CH2:14][CH2:13][CH:12]([C:15]2[CH:16]=[C:17]([NH:21][C:22](=[O:26])[CH:23]([CH3:25])[CH3:24])[CH:18]=[CH:19][CH:20]=2)[CH2:11][CH2:10]1.Cl.[CH3:28][O:29][C:30]1[CH:35]=[CH:34][CH:33]=[CH:32][C:31]=1[NH:36]N>>[CH3:28][O:29][C:30]1[CH:35]=[CH:34][CH:33]=[C:32]2[C:31]=1[NH:36][CH:2]=[C:6]2[CH2:7][CH2:8][N:9]1[CH2:10][CH2:11][CH:12]([C:15]2[CH:16]=[C:17]([NH:21][C:22](=[O:26])[CH:23]([CH3:24])[CH3:25])[CH:18]=[CH:19][CH:20]=2)[CH2:13][CH2:14]1 |f:1.2|. Reported procedure: Prepared by Procedure H and Scheme S using N-(3-{1-[3-(1,3-dioxolan-2-yl)propyl]-4-piperidinyl}phenyl)-2-methylpropanamide and 1-(2-methoxyphenyl)hydrazine hydrochloride: ESMS m/e: 420.2 (M+H)+. Reactants: FC1=CC(=C(C=C1[N+](=O)[O-])CC(=O)OCC)C (ethyl 2-(4-fluoro-2-methyl-5-nitrophenyl)acetate). Reagents/catalysts: [Pd] (Pd/C). Run in CCO (EtOH). Yields the product NC=1C(=CC(=C(C1)CC(=O)OCC)C)F (ethyl 2-(5-amino-4-fluoro-2-methylphenyl)acetate). The yield is 89.6%. As a reaction SMILES: [F:1][C:2]1[C:7]([N+:8]([O-])=O)=[CH:6][C:5]([CH2:11][C:12]([O:14][CH2:15][CH3:16])=[O:13])=[C:4]([CH3:17])[CH:3]=1>CCO.[Pd]>[NH2:8][C:7]1[C:2]([F:1])=[CH:3][C:4]([CH3:17])=[C:5]([CH2:11][C:12]([O:14][CH2:15][CH3:16])=[O:13])[CH:6]=1. Procedure details: A solution of ethyl 2-(4-fluoro-2-methyl-5-nitrophenyl)acetate (16.79 g, 69.6 mmol) in EtOH (60 mL) was treated with 10% Pd/C (50% wet, 7.41 g, 3.48 mmol) and hydrogenated (3.5 atm) for 2 h. The solids were removed via filtration through diatomaceous earth, rinsed with EtOH and the filtrate was concentrated to afford ethyl 2-(5-amino-4-fluoro-2-methylphenyl)acetate (13.18 g, 90% yield) as a brown oil. 1H NMR (400 MHz, DMSO-d6): δ 6.80 (d, J=12.4 Hz, 1H), 6.59 (d, J=9.6 Hz, 1H), 4.86 (s, 2H), 4.0... Reactants: CC1CC1C(=O)Nc1snc(Br)c1Br, OB(O)c1ccc(F)cc1. The product is CC1CC1C(=O)Nc1snc(-c2ccc(F)cc2)c1Br. Reaction SMILES: [Br:11][c:12]1[n:13][s:14][c:15]([NH:18][C:19](=[O:20])[CH:21]2[CH:22]([CH3:24])[CH2:23]2)[c:16]1[Br:17].[OH:1][B:2]([OH:3])[c:4]1[cH:5][cH:6][c:7]([F:8])[cH:9][cH:10]1>>[c:4]1(-[c:12]2[n:13][s:14][c:15]([NH:18][C:19](=[O:20])[CH:21]3[CH:22]([CH3:24])[CH2:23]3)[c:16]2[Br:17])[cH:5][cH:6][c:7]([F:8])[cH:9][cH:10]1. Starting materials: [H-].[Na+] (NaH), NC(CO)C1=CC(=C(C=C1)F)F (2-amino-2-(3,4-difluorophenyl)-ethanol), ClCC(=O)OCC (ethyl chloroacetate). The solvent is C1CCOC1 (THF), C1CCOC1 (THF). Run at temperature 0 celsius, time 2 hour. Yields the product FC=1C=C(C=CC1F)C1COCC(N1)=O (5-(3,4-difluoro-phenyl)-morpholin-3-one), oil. Reaction SMILES: [H-].[Na+].[NH2:3][CH:4]([C:7]1[CH:12]=[CH:11][C:10]([F:13])=[C:9]([F:14])[CH:8]=1)[CH2:5][OH:6].Cl[CH2:16][C:17](OCC)=[O:18]>C1COCC1>[F:14][C:9]1[CH:8]=[C:7]([CH:4]2[NH:3][C:17](=[O:18])[CH2:16][O:6][CH2:5]2)[CH:12]=[CH:11][C:10]=1[F:13] |f:0.1|. Reported procedure: To a suspension of NaH (8.0 mmol, 0.19 g) in 10 mL THF at 0° C. was added a solution of 2-amino-2-(3,4-difluorophenyl)-ethanol (7.51 mmol, 1.3 g) in 20 mL THF dropwise via an addition funnel and after 30 min ethyl chloroacetate was added dropwise via syringe. The orange colored reaction mixture was stirred for 2 hours at 0° C. and then for 2 hours at 35° C. The solvent was removed and the 5-(3,4-difluoro-phenyl)-morpholin-3-one was isolated as a thick yellow oil (0.5 g). 1H NMR showed that the p... The reactants are Cl (hydrochloric acid), C(=O)C=1C=C(OC(C(=O)OC)C)C=CC1 (methyl 2-(3-formylphenoxy)propionate), [BH4-].[Na+] (sodium borohydride), C[O-].[Na+] (sodium methoxide). The solvent is CO (methanol). Run at temperature 5 celsius. Product: OCC=1C=C(OC(C(=O)OC)C)C=CC1 (methyl 2-[3-(hydroxymethyl)phenoxy]propionate). Yield: 91.2%. RXN SMILES: C[O-].[Na+].[CH:4]([C:6]1[CH:7]=[C:8]([CH:16]=[CH:17][CH:18]=1)[O:9][CH:10]([CH3:15])[C:11]([O:13][CH3:14])=[O:12])=[O:5].[BH4-].[Na+].Cl>CO>[OH:5][CH2:4][C:6]1[CH:7]=[C:8]([CH:16]=[CH:17][CH:18]=1)[O:9][CH:10]([CH3:15])[C:11]([O:13][CH3:14])=[O:12] |f:0.1,3.4|. Procedure details: Into 100 ml of methanol was dissolved 52 mg of sodium methoxide; the solution was cooled to 5° C. To the solution was added 1 g of methyl 2-(3-formylphenoxy)propionate was added; after adding 55 mg of sodium borohydride below 8° C. under stirring, the mixture was stirred for 2 hours at the same temperature. The reaction solution was poured into ice-cooled 2N hydrochloric acid and the mixture was extracted twice with diethyl ether. The organic layers were combined, washed once with saturated aque...